From a dataset of the Open Reaction Database (ORD), a public repository of structured organic reaction records. describe an organic reaction: reactants, conditions, products, and yield Reactants: C(C)(C)(C)C1=CC=C(C=C1)S(=O)(=O)Cl (4-tert.butyl-benzenesulphonyl chloride), NC=1C=C(C(=O)OC)C=C(C1OC1=C(C=CC(=C1)OC)Cl)OCCOC1OCCCC1 (methyl 3-amino-4-(2-chloro-5-methoxy-phenoxy)-5-[2-(tetrahydro-pyran-2-yloxy)-ethoxy]-benzoate), ice. The solvent is C1(=CC=CC=C1)C (toluene), C1(=CC=CC=C1)C.N1=CC=CC=C1 (toluene pyridine). Reaction conditions: time 24 hour. Yields the product C(C)(C)(C)C1=CC=C(C=C1)S(=O)(=O)NC=1C=C(C(=O)OC)C=C(C1OC1=C(C=CC(=C1)OC)Cl)OCCOC1OCCCC1 (methyl 3-(4-tert-butyl-benzenesulphonylamino)-4-(2-chloro-5-methoxy-phenoxy)-5-[2-(tetrahydro-pyran-2-yloxy)-ethoxy]-benzoate). RXN SMILES: [NH2:1][C:2]1[CH:3]=[C:4]([CH:9]=[C:10]([O:22][CH2:23][CH2:24][O:25][CH:26]2[CH2:31][CH2:30][CH2:29][CH2:28][O:27]2)[C:11]=1[O:12][C:13]1[CH:18]=[C:17]([O:19][CH3:20])[CH:16]=[CH:15][C:14]=1[Cl:21])[C:5]([O:7][CH3:8])=[O:6].[C:32]([C:36]1[CH:41]=[CH:40][C:39]([S:42](Cl)(=[O:44])=[O:43])=[CH:38][CH:37]=1)([CH3:35])([CH3:34])[CH3:33]>C1(C)C=CC=CC=1.N1C=CC=CC=1.C1(C)C=CC=CC=1>[C:32]([C:36]1[CH:41]=[CH:40][C:39]([S:42]([NH:1][C:2]2[CH:3]=[C:4]([CH:9]=[C:10]([O:22][CH2:23][CH2:24][O:25][CH:26]3[CH2:31][CH2:30][CH2:29][CH2:28][O:27]3)[C:11]=2[O:12][C:13]2[CH:18]=[C:17]([O:19][CH3:20])[CH:16]=[CH:15][C:14]=2[Cl:21])[C:5]([O:7][CH3:8])=[O:6])(=[O:44])=[O:43])=[CH:38][CH:37]=1)([CH3:35])([CH3:33])[CH3:34] |f:2.3|. Procedure: 1.13 g of methyl 3-amino-4-(2-chloro-5-methoxy-phenoxy)-5-[2-(tetrahydro-pyran-2-yloxy)-ethoxy]-benzoate were dissolved in a mixture of toluene/pyridine (20 ml/30 ml) treated dropwise while cooling with ice with a solution of 1.05 g of 4-tert.butyl-benzenesulphonyl chloride in toluene (30 ml) and subsequently stirred at RT for 24 hours. The reaction mixture was poured on to ice/3M HCl, the product was extracted with ethyl acetate and the organic phase was dried over magnesium sulphate. After rem... The reactants are fumarate salt, ClC=1C=C(C=CC1)[C@H](OCCNC(OC)=O)[C@H]1CN(CCC1)C(N[C@@H](CC1CCCCC1)CNC)=O (methyl 2-((R)-(3-chlorophenyl)((R)-1-((S)-1-cyclohexyl-3-(methylamino)propan-2-ylcarbamoyl)piperidin-3-yl)methoxy)ethylcarbamate). The reagents and catalysts are [Pd] (Pd/C). Solvent: CO (MeOH). Reaction conditions: time 3 day. Yields the product C1(CCCCC1)C[C@@H](CNC)NC(=O)N1C[C@@H](CCC1)[C@@H](OCCNC(OC)=O)C1=CC=CC=C1 (methyl 2-((R)—((R)-1-((S)-1-cyclohexyl-3-(methylamino)propan-2-ylcarbamoyl)piperidin-3-yl)(phenyl)methoxy)ethylcarbamate). Reaction SMILES: Cl[C:2]1[CH:3]=[C:4]([C@@H:8]([C@@H:17]2[CH2:22][CH2:21][CH2:20][N:19]([C:23](=[O:36])[NH:24][C@H:25]([CH2:33][NH:34][CH3:35])[CH2:26][CH:27]3[CH2:32][CH2:31][CH2:30][CH2:29][CH2:28]3)[CH2:18]2)[O:9][CH2:10][CH2:11][NH:12][C:13](=[O:16])[O:14][CH3:15])[CH:5]=[CH:6][CH:7]=1>CO.[Pd]>[CH:27]1([CH2:26][C@H:25]([NH:24][C:23]([N:19]2[CH2:20][CH2:21][CH2:22][C@@H:17]([C@H:8]([C:4]3[CH:5]=[CH:6][CH:7]=[CH:2][CH:3]=3)[O:9][CH2:10][CH2:11][NH:12][C:13](=[O:16])[O:14][CH3:15])[CH2:18]2)=[O:36])[CH2:33][NH:34][CH3:35])[CH2:32][CH2:31][CH2:30][CH2:29][CH2:28]1. Reported procedure: A mixture of fumarate salt (0.120 g) of methyl 2-((R)-(3-chlorophenyl)((R)-1-((S)-1-cyclohexyl-3-(methylamino)propan-2-ylcarbamoyl)piperidin-3-yl)methoxy)ethylcarbamate, HCO2NH4 (1.200 g), and 10% Pd/C (0.150 g) in MeOH was stirred at rt for 3 d. The mixture was filtered off precipitates through Celite® 545 and washed with MeOH. After the solvent was evaporated under reduced pressure, the crude methyl 2-((R)—((R)-1-((S)-1-cyclohexyl-3-(methylamino)propan-2-ylcarbamoyl)piperidin-3-yl)(phenyl)meth... Starting materials: ClC1=NN2C(C=CC=C2C2=C(C=CC(=C2)C(F)(F)F)OC)=N1 (2-chloro-5-(2-Methoxy-5-trifluoromethyl-phenyl)-[1,2,4]triazolo[1,5-a]pyridine), C(C)(C)(C)OC(=O)N1CCC2=C(CC1)C=CC(=C2)N (7-amino-1,2,4,5-tetrahydro-3-benzazepine-3-carboxylic acid tert-butyl ester). The product is C(C)(C)(C)OC(=O)N1CCC2=C(CC1)C=CC(=C2)NC2=NN1C(C=CC=C1C1=C(C=CC(=C1)C(F)(F)F)OC)=N2 (7-[5-(2-Methoxy-5-trifluoromethyl-phenyl)-[1,2,4]triazolo[1,5-a]pyridin-2-yl-amino]-1,2,4,5-tetrahydro-3-benzazepine-3-carboxylic acid tert-butyl ester), foam. The yield is 42.0%. RXN SMILES: Cl[C:2]1[N:22]=[C:5]2[CH:6]=[CH:7][CH:8]=[C:9]([C:10]3[CH:15]=[C:14]([C:16]([F:19])([F:18])[F:17])[CH:13]=[CH:12][C:11]=3[O:20][CH3:21])[N:4]2[N:3]=1.[C:23]([O:27][C:28]([N:30]1[CH2:36][CH2:35][C:34]2[CH:37]=[CH:38][C:39]([NH2:41])=[CH:40][C:33]=2[CH2:32][CH2:31]1)=[O:29])([CH3:26])([CH3:25])[CH3:24]>>[C:23]([O:27][C:28]([N:30]1[CH2:36][CH2:35][C:34]2[CH:37]=[CH:38][C:39]([NH:41][C:2]3[N:22]=[C:5]4[CH:6]=[CH:7][CH:8]=[C:9]([C:10]5[CH:15]=[C:14]([C:16]([F:19])([F:18])[F:17])[CH:13]=[CH:12][C:11]=5[O:20][CH3:21])[N:4]4[N:3]=3)=[CH:40][C:33]=2[CH2:32][CH2:31]1)=[O:29])([CH3:26])([CH3:24])[CH3:25]. Procedure details: 7-[5-(2-Methoxy-5-trifluoromethyl-phenyl)-[1,2,4]triazolo[1,5-a]pyridin-2-yl-amino]-1,2,4,5-tetrahydro-3-benzazepine-3-carboxylic acid tert-butyl ester was prepared from 2-chloro-5-(2-Methoxy-5-trifluoromethyl-phenyl)-[1,2,4]triazolo[1,5-a]pyridine (0.46 g, 1.4 mmol) and 7-amino-1,2,4,5-tetrahydro-3-benzazepine-3-carboxylic acid tert-butyl ester (0.557 g, 2.12 mmol) in a manner analogous to Example 2d. Product was isolated as a foam (0.33 g, 42%). 1H NMR (400 MHz, CDCl3, δ, ppm): 7.94 (brs, 1H),...